Dataset: the Open Reaction Database (ORD), a public repository of structured organic reaction records. Task: describe an organic reaction: reactants, conditions, products, and yield Yields the product CC(C)(C)OC(=O)N1CCN(C(=O)c2ccc(Br)cc2S(C)(=O)=O)CC1. Reactants: CS(=O)(=O)c1cc(Br)ccc1C(=O)O, CC(C)(C)OC(=O)N1CCNCC1. RXN SMILES: [Br:1][c:2]1[cH:3][c:4]([S:11](=[O:12])(=[O:13])[CH3:14])[c:5]([C:6](=[O:7])[OH:8])[cH:9][cH:10]1.[C:15]([CH3:16])([CH3:17])([CH3:18])[O:19][C:20](=[O:21])[N:22]1[CH2:23][CH2:24][NH:25][CH2:26][CH2:27]1>>[Br:1][c:2]1[cH:3][c:4]([S:11](=[O:12])(=[O:13])[CH3:14])[c:5]([C:6](=[O:8])[N:25]2[CH2:24][CH2:23][N:22]([C:20]([O:19][C:15]([CH3:16])([CH3:17])[CH3:18])=[O:21])[CH2:27][CH2:26]2)[cH:9][cH:10]1. Reactants: ClCCl, CCN(C(C)C)C(C)C, O=C1NCc2ccc3c(c21)CC(NCCCc1c[nH]c2ccc(F)cc12)CO3. Yields the product CN(CCCc1c[nH]c2ccc(F)cc12)C1COc2ccc3c(c2C1)C(=O)NC3. As a reaction SMILES: [CH2:38]([Cl:39])[Cl:40].[CH:29]([N:30]([CH2:31][CH3:32])[CH:33]([CH3:34])[CH3:35])([CH3:36])[CH3:37].[F:1][c:2]1[cH:3][c:4]2[c:5]([CH2:11][CH2:12][CH2:13][NH:14][CH:15]3[CH2:16][c:17]4[c:18]5[c:22]([cH:23][cH:24][c:25]4[O:26][CH2:27]3)[CH2:21][NH:20][C:19]5=[O:28])[cH:6][nH:7][c:8]2[cH:9][cH:10]1>>[F:1][c:2]1[cH:3][c:4]2[c:5]([CH2:11][CH2:12][CH2:13][N:14]([CH:15]3[CH2:16][c:17]4[c:18]5[c:22]([cH:23][cH:24][c:25]4[O:26][CH2:27]3)[CH2:21][NH:20][C:19]5=[O:28])[CH3:29])[cH:6][nH:7][c:8]2[cH:9][cH:10]1. Reactants: [Br-], C[O-], CO, Nc1nccc[n+]1CCc1ccccc1Br, [Na+]. The product is N=c1ncccn1CCc1ccccc1Br. Reaction SMILES: [Br-:4].[CH3:1][O-:2].[CH3:21][OH:22].[NH2:5][c:6]1[n+:7]([CH2:12][CH2:13][c:14]2[c:15]([Br:20])[cH:16][cH:17][cH:18][cH:19]2)[cH:8][cH:9][cH:10][n:11]1.[Na+:3]>>[NH:5]=[c:6]1[n:7]([CH2:12][CH2:13][c:14]2[c:15]([Br:20])[cH:16][cH:17][cH:18][cH:19]2)[cH:8][cH:9][cH:10][n:11]1. Starting materials: BrC=1C=CC(=NC1)C(O[C@H](C(=O)NCC#N)CC(C)C)C1=CC=CC=C1 ((2S)-2-[(5-bromopyridin-2-yl)(phenyl)methoxy]-N-(cyanomethyl)-4-methylpentanamide), N1(CCNCC1)C1=CC=C(C=C1)B(O)O (4-piperazine-1-ylphenyl boronic acid), C(Cl)Cl (CH2Cl2), C([O-])([O-])=O.[Na+].[Na+] (sodium carbonate). The reagents and catalysts are C1=CC=C(C=C1)P([C-]2C=CC=C2)C3=CC=CC=C3.C1=CC=C(C=C1)P([C-]2C=CC=C2)C3=CC=CC=C3.Cl[Pd]Cl.[Fe+2] ([1,1′-bis(diphenylphosphino)ferrocene]dichloropalladium). The solvent is CN(C)C=O (DMF). Reaction conditions: temperature 90 celsius. Product: C(#N)CNC([C@H](CC(C)C)OC(C1=NC=C(C=C1)C1=CC=C(C=C1)N1CCNCC1)C1=CC=CC=C1)=O ((2S)-N-(cyanomethyl)-4-methyl-2-{phenyl[5-(4-piperazin-1-ylphenyl)pyridin-2-yl]methoxy}pentanamide). As a reaction SMILES: Br[C:2]1[CH:3]=[CH:4][C:5]([CH:8]([C:21]2[CH:26]=[CH:25][CH:24]=[CH:23][CH:22]=2)[O:9][C@@H:10]([CH2:17][CH:18]([CH3:20])[CH3:19])[C:11]([NH:13][CH2:14][C:15]#[N:16])=[O:12])=[N:6][CH:7]=1.[N:27]1([C:33]2[CH:38]=[CH:37][C:36](B(O)O)=[CH:35][CH:34]=2)[CH2:32][CH2:31][NH:30][CH2:29][CH2:28]1.C(Cl)Cl.C(=O)([O-])[O-].[Na+].[Na+]>CN(C=O)C.C1C=CC(P(C2C=CC=CC=2)[C-]2C=CC=C2)=CC=1.C1C=CC(P(C2C=CC=CC=2)[C-]2C=CC=C2)=CC=1.Cl[Pd]Cl.[Fe+2]>[C:15]([CH2:14][NH:13][C:11](=[O:12])[C@@H:10]([O:9][CH:8]([C:21]1[CH:26]=[CH:25][CH:24]=[CH:23][CH:22]=1)[C:5]1[CH:4]=[CH:3][C:2]([C:36]2[CH:35]=[CH:34][C:33]([N:27]3[CH2:28][CH2:29][NH:30][CH2:31][CH2:32]3)=[CH:38][CH:37]=2)=[CH:7][N:6]=1)[CH2:17][CH:18]([CH3:20])[CH3:19])#[N:16] |f:3.4.5,7.8.9.10|. Procedure details: (2S)-2-[(5-bromopyridin-2-yl)(phenyl)methoxy]-N-(cyanomethyl)-4-methylpentanamide from example 53 step 3 (156 mg, 0.375 mmol), 4-piperazine-1-ylphenyl boronic acid (100 mg, 0.413 mmol, 1.1 eg), [1,1′-Bis(diphenylphosphino)-ferrocene dichloropalladium II complex with CH2Cl2 (13.7 mg, 0.0187 mmol, 0.05 eg), sodium carbonate (2M soln, 750 uL, 1.5 mmol, 4 eg) were mixed together in DMF (5 mL). The reaction mixture was degased 3× with N2, then heated to 90° C. for 5 hours. After cooling, the mixture ... Yields the product O=c1cc(CO)occ1OCCCCCOc1ncnc2ccccc12. As a reaction SMILES: [Br:18][CH2:19][CH2:20][CH2:21][CH2:22][CH2:23][O:24][c:25]1[c:26](=[O:33])[cH:27][c:28]([CH2:31][OH:32])[o:29][cH:30]1.[C:12](=[O:13])([O-:14])[O-:15].[Cs+:16].[Cs+:17].[O:35]=[CH:36][N:37]([CH3:38])[CH3:39].[OH2:34].[n:1]1[cH:2][n:3][c:4]([OH:11])[c:5]2[cH:6][cH:7][cH:8][cH:9][c:10]12>>[n:1]1[cH:2][n:3][c:4]([O:11][CH2:19][CH2:20][CH2:21][CH2:22][CH2:23][O:24][c:25]2[c:26](=[O:33])[cH:27][c:28]([CH2:31][OH:32])[o:29][cH:30]2)[c:5]2[cH:6][cH:7][cH:8][cH:9][c:10]12. The reactants are O=c1cc(CO)occ1OCCCCCBr, O=C([O-])[O-], [Cs+], [Cs+], CN(C)C=O, O, Oc1ncnc2ccccc12. The reactants are BrC(c1ccccc1)c1ccccc1, O=C([O-])[O-], CC#N, CC(C)[Si](Oc1cccc2c1CNC(C1OC(=O)NC1Cc1cc(F)cc(F)c1)C2)(C(C)C)C(C)C, [K+], [K+]. Product: CC(C)[Si](Oc1cccc2c1CN(C(c1ccccc1)c1ccccc1)C(C1OC(=O)NC1Cc1cc(F)cc(F)c1)C2)(C(C)C)C(C)C. Reaction SMILES: [Br:43][CH:44]([c:45]1[cH:46][cH:47][cH:48][cH:49][cH:50]1)[c:51]1[cH:52][cH:53][cH:54][cH:55][cH:56]1.[C:37](=[O:38])([O-:39])[O-:40].[CH3:57][C:58]#[N:59].[F:1][c:2]1[cH:3][c:4]([CH2:5][CH:6]2[NH:7][C:8](=[O:32])[O:9][CH:10]2[CH:11]2[NH:12][CH2:13][c:14]3[c:15]([O:21][Si:22]([CH:23]([CH3:24])[CH3:25])([CH:26]([CH3:27])[CH3:28])[CH:29]([CH3:30])[CH3:31])[cH:16][cH:17][cH:18][c:19]3[CH2:20]2)[cH:33][c:34]([F:36])[cH:35]1.[K+:41].[K+:42]>>[F:1][c:2]1[cH:3][c:4]([CH2:5][CH:6]2[NH:7][C:8](=[O:32])[O:9][CH:10]2[CH:11]2[N:12]([CH:44]([c:45]3[cH:46][cH:47][cH:48][cH:49][cH:50]3)[c:51]3[cH:52][cH:53][cH:54][cH:55][cH:56]3)[CH2:13][c:14]3[c:15]([O:21][Si:22]([CH:23]([CH3:24])[CH3:25])([CH:26]([CH3:27])[CH3:28])[CH:29]([CH3:30])[CH3:31])[cH:16][cH:17][cH:18][c:19]3[CH2:20]2)[cH:33][c:34]([F:36])[cH:35]1.